This data is from the Open Reaction Database (ORD), a public repository of structured organic reaction records. The task is: describe an organic reaction: reactants, conditions, products, and yield Reaction SMILES: [CH2:1]([c:2]1[cH:3][cH:4][cH:5][cH:6][cH:7]1)[N:8]1[CH2:9][C:10]2([CH2:11][CH2:12]1)[C:13](=[CH2:25])[N:14]([C:18](=[O:19])[O:20][C:21]([CH3:22])([CH3:23])[CH3:24])[CH2:15][CH2:16][CH2:17]2.[CH:26]12[CH2:27][CH2:28][CH2:29][CH:30]([BH:31]1)[CH2:32][CH2:33][CH2:34]2.[Na+:36].[O:39]1[CH2:40][CH2:41][CH2:42][CH2:43]1.[OH-:35].[OH:37][OH:38]>>[CH2:1]([c:2]1[cH:3][cH:4][cH:5][cH:6][cH:7]1)[N:8]1[CH2:9][C:10]2([CH2:11][CH2:12]1)[CH:13]([CH2:25][OH:35])[N:14]([C:18](=[O:19])[O:20][C:21]([CH3:22])([CH3:23])[CH3:24])[CH2:15][CH2:16][CH2:17]2. Reactants: C=C1N(C(=O)OC(C)(C)C)CCCC12CCN(Cc1ccccc1)C2, B1C2CCCC1CCC2, [Na+], C1CCOC1, [OH-], OO. Yields the product CC(C)(C)OC(=O)N1CCCC2(CCN(Cc3ccccc3)C2)C1CO. Reactants: C=CC(=O)OC, C1CCOC1, CC(C)(C)[O-], O=C(Cc1cccc(Cl)c1)c1ccc(Cl)cc1, [K+]. Product: COC(=O)CCC(C(=O)c1ccc(Cl)cc1)c1cccc(Cl)c1. As a reaction SMILES: [C:18]([CH:19]=[CH2:20])(=[O:21])[O:22][CH3:23].[CH2:30]1[O:31][CH2:32][CH2:33][CH2:34]1.[CH3:24][C:25]([CH3:26])([O-:27])[CH3:28].[Cl:1][c:2]1[cH:3][c:4]([CH2:8][C:9](=[O:10])[c:11]2[cH:12][cH:13][c:14]([Cl:17])[cH:15][cH:16]2)[cH:5][cH:6][cH:7]1.[K+:29]>>[Cl:1][c:2]1[cH:3][c:4]([CH:8]([C:9](=[O:10])[c:11]2[cH:12][cH:13][c:14]([Cl:17])[cH:15][cH:16]2)[CH2:20][CH2:19][C:18](=[O:21])[O:22][CH3:23])[cH:5][cH:6][cH:7]1. Starting materials: ClC1=CC=C(C=C1)C1=C(C=2N(N=C1)C(NN2)=O)C2=CC=NC=C2 (7-(4-chlorophenyl)-8-(pyridin-4-yl)-[1,2,4]triazolo[4,3-b]pyridazin-3(2H)-one), C(=O)([O-])[O-].[K+].[K+] (K2CO3), BrCC1=CC=C(C=C1)C1=CC=NO1 (5-(4-(bromomethyl)phenyl)isoxazole). Run in CN(C)C=O (DMF). Run at temperature 60 celsius, time 2 hour. Yields the product O1N=CC=C1C1=CC=C(CN2N=C3N(N=CC(=C3C3=CC=NC=C3)C3=CC=C(C=C3)Cl)C2=O)C=C1 (2-(4-(isoxazol-5-yl)benzyl)-7-(4-chlorophenyl)-8-(pyridin-4-yl)-[1,2,4]triazolo[4,3-b]pyridazin-3(2H)-one). RXN SMILES: [Cl:1][C:2]1[CH:7]=[CH:6][C:5]([C:8]2[CH:13]=[N:12][N:11]3[C:14](=[O:17])[NH:15][N:16]=[C:10]3[C:9]=2[C:18]2[CH:23]=[CH:22][N:21]=[CH:20][CH:19]=2)=[CH:4][CH:3]=1.C([O-])([O-])=O.[K+].[K+].Br[CH2:31][C:32]1[CH:37]=[CH:36][C:35]([C:38]2[O:42][N:41]=[CH:40][CH:39]=2)=[CH:34][CH:33]=1>CN(C=O)C>[O:42]1[C:38]([C:35]2[CH:36]=[CH:37][C:32]([CH2:31][N:15]3[C:14](=[O:17])[N:11]4[N:12]=[CH:13][C:8]([C:5]5[CH:6]=[CH:7][C:2]([Cl:1])=[CH:3][CH:4]=5)=[C:9]([C:18]5[CH:23]=[CH:22][N:21]=[CH:20][CH:19]=5)[C:10]4=[N:16]3)=[CH:33][CH:34]=2)=[CH:39][CH:40]=[N:41]1 |f:1.2.3|. Procedure: A solution of 7-(4-chlorophenyl)-8-(pyridin-4-yl)-[1,2,4]triazolo[4,3-b]pyridazin-3(2H)-one (3.0 g, 9.27 mmol), prepared as described in Example 244, K2CO3 (2.56 g, 18.53 mmol) and 5-(4-(bromomethyl)phenyl)isoxazole (2.65 g, 11.12 mmol), in DMF (23 mL), were added. The resulting mixture was heated to 60° C. After 2 h, the reaction mixture was cooled to RT and partitioned between water and EtOAc. The organic layer was separated and the aqueous layer was extracted with EtOAc (2×200 mL). The combin... The reactants are O=C([O-])[O-], Cc1ccc(-c2ccccc2C(=O)Nc2ccc(C(=O)N(C)c3ccccc3OCCCBr)cc2)cc1, CN1CCNCC1, CN(C)C=O, [K+], [K+]. Yields the product Cc1ccc(-c2ccccc2C(=O)Nc2ccc(C(=O)N(C)c3ccccc3OCCCN3CCN(C)CC3)cc2)cc1. As a reaction SMILES: [C:38](=[O:39])([O-:40])[O-:41].[CH3:1][c:2]1[cH:3][cH:4][c:5](-[c:8]2[c:9]([C:14](=[O:15])[NH:16][c:17]3[cH:18][cH:19][c:20]([C:21](=[O:22])[N:23]([c:24]4[c:25]([O:30][CH2:31][CH2:32][CH2:33][Br:34])[cH:26][cH:27][cH:28][cH:29]4)[CH3:35])[cH:36][cH:37]3)[cH:10][cH:11][cH:12][cH:13]2)[cH:6][cH:7]1.[CH3:44][N:45]1[CH2:46][CH2:47][NH:48][CH2:49][CH2:50]1.[CH3:51][N:52]([CH3:53])[CH:54]=[O:55].[K+:42].[K+:43]>>[CH3:1][c:2]1[cH:3][cH:4][c:5](-[c:8]2[c:9]([C:14](=[O:15])[NH:16][c:17]3[cH:18][cH:19][c:20]([C:21](=[O:22])[N:23]([c:24]4[c:25]([O:30][CH2:31][CH2:32][CH2:33][N:48]5[CH2:47][CH2:46][N:45]([CH3:44])[CH2:50][CH2:49]5)[cH:26][cH:27][cH:28][cH:29]4)[CH3:35])[cH:36][cH:37]3)[cH:10][cH:11][cH:12][cH:13]2)[cH:6][cH:7]1. Reactants: ClC(Cl)(Cl)Cl, CNc1ccccc1, O=C(O)c1n[nH]c2c(=O)[nH]c3cc(Cl)ccc3c(=O)c12, ClP(Cl)(Cl)(Cl)Cl, C1COCCO1, O. Product: CN(C(=O)c1n[nH]c2c(=O)[nH]c3cc(Cl)ccc3c(=O)c12)c1ccccc1. RXN SMILES: [C:41]([Cl:42])([Cl:43])([Cl:44])[Cl:45].[CH3:27][NH:28][c:29]1[cH:30][cH:31][cH:32][cH:33][cH:34]1.[Cl:1][c:2]1[cH:3][c:4]2[c:5]([c:6](=[O:18])[c:7]3[c:8]([c:9](=[O:11])[nH:10]2)[nH:12][n:13][c:14]3[C:15](=[O:16])[OH:17])[cH:19][cH:20]1.[Cl:21][P:22]([Cl:23])([Cl:24])([Cl:25])[Cl:26].[O:35]1[CH2:36][CH2:37][O:38][CH2:39][CH2:40]1.[OH2:46]>>[Cl:1][c:2]1[cH:3][c:4]2[c:5]([c:6](=[O:18])[c:7]3[c:8]([c:9](=[O:11])[nH:10]2)[nH:12][n:13][c:14]3[C:15](=[O:17])[N:28]([CH3:27])[c:29]2[cH:30][cH:31][cH:32][cH:33][cH:34]2)[cH:19][cH:20]1. RXN SMILES: C(OC([NH:8][C@H:9]([C:14]([O:16][CH2:17][N:18]1[C:22]([C:23]2[CH:28]=[CH:27][C:26]([O:29][C:30]([F:33])([F:32])[F:31])=[C:25]([Cl:34])[CH:24]=2)=[CH:21][S:20][C:19]1=[N:35][C:36](=[O:52])[CH2:37][C:38]1[C:46]2[C:45](=[O:47])[N:44]([CH3:48])[C:43](=[O:49])[N:42]([CH3:50])[C:41]=2[O:40][C:39]=1[CH3:51])=[O:15])[C@H:10]([CH2:12][CH3:13])[CH3:11])=O)(C)(C)C.[Na].ClC1C=C(C2N=C(NC(=O)CC3C4C(=O)N(C)C(=O)N(C)C=4OC=3C)SC=2)C=CC=1OC(F)(F)F>CC(C)=O>[ClH:34].[NH2:8][C@H:9]([C:14]([O:16][CH2:17][N:18]1[C:22]([C:23]2[CH:28]=[CH:27][C:26]([O:29][C:30]([F:33])([F:31])[F:32])=[C:25]([Cl:34])[CH:24]=2)=[CH:21][S:20][C:19]1=[N:35][C:36](=[O:52])[CH2:37][C:38]1[C:46]2[C:45](=[O:47])[N:44]([CH3:48])[C:43](=[O:49])[N:42]([CH3:50])[C:41]=2[O:40][C:39]=1[CH3:51])=[O:15])[C@H:10]([CH2:12][CH3:13])[CH3:11] |f:4.5,^1:52|. Yields the product Cl.N[C@@H]([C@@H](C)CC)C(=O)OCN1C(SC=C1C1=CC(=C(C=C1)OC(F)(F)F)Cl)=NC(CC1=C(OC=2N(C(N(C(C21)=O)C)=O)C)C)=O ([4-[3-Chloro-4-(trifluoromethoxy)phenyl]-2-{[(1,3,6-trimethyl-2,4-dioxo-1,2,3,4-tetrahydrofuro[2,3-d]pyrimidin-5-yl)acetyl]imino}-1,3-thiazol-3 (2H)-yl]methyl L-isoleucinate hydrochloride), product. The reactants are C(C)(C)(C)OC(=O)N[C@@H]([C@@H](C)CC)C(=O)OCN1C(SC=C1C1=CC(=C(C=C1)OC(F)(F)F)Cl)=NC(CC1=C(OC=2N(C(N(C(C21)=O)C)=O)C)C)=O ([4-[3-Chloro-4-(trifluoromethoxy)phenyl]-2-{[(1,3,6-trimethyl-2,4-dioxo-1,2,3,4-tetrahydrofuro[2,3-d]pyrimidin-5-yl)acetyl]imino}-1,3-thiazol-3 (2H)-yl]methyl N-(tert-butoxycarbonyl)-L-isoleucinate), [Na] (sodium), ClC=1C=C(C=CC1OC(F)(F)F)C=1N=C(SC1)NC(CC1=C(OC=2N(C(N(C(C21)=O)C)=O)C)C)=O (N-{4-[3-Chloro-4-(trifluoromethoxy)phenyl]-1,3-thiazol-2-yl}-2-(1,3,6-trimethyl-2,4-dioxo-1,2,3,4-tetrahydrofuro[2,3-d]pyrimidin-5-yl)acetamide), intermediate 6. Procedure: Step-1: [4-[3-Chloro-4-(trifluoromethoxy)phenyl]-2-{[(1,3,6-trimethyl-2,4-dioxo-1,2,3,4-tetrahydrofuro[2,3-d]pyrimidin-5-yl)acetyl]imino}-1,3-thiazol-3 (2H)-yl]methyl N-(tert-butoxycarbonyl)-L-isoleucinate: The title compound was prepared by the reaction of sodium salt of N-{4-[3-Chloro-4-(trifluoromethoxy)phenyl]-1,3-thiazol-2-yl}-2-(1,3,6-trimethyl-2,4-dioxo-1,2,3,4-tetrahydrofuro[2,3-d]pyrimidin-5-yl)acetamide (1.0 g, 0.0018 mol) in dry acetone (40 ml) with intermediate 6 (2.36 g, 0.0063 mol)... The solvent is CC(=O)C (acetone), CC(=O)C (acetone).